This data is from the Open Reaction Database (ORD), a public repository of structured organic reaction records. The task is: describe an organic reaction: reactants, conditions, products, and yield The reactants are Cl.Cl.NC1CN2CCC1CC2 (3-amino quinuclidine dihydrochloride), FC(C=1C=C(C(=O)NC(=O)N)C=CC1)(F)F (3-trifluoromethylbenzoylurea), C(C)(C)N(CC)C(C)C (diisopropylethylamine). Run in N1=CC=CC=C1 (pyridine). Yields the product N12CC(C(CC1)CC2)NC(=O)NC(C2=CC(=CC=C2)C(F)(F)F)=O (N-[[[1-azabicyclo[2.2.2]octan-3-yl]amino]carbonyl]-3-trifluoromethylbenzamide). Reaction SMILES: Cl.Cl.[NH2:3][CH:4]1[CH:9]2[CH2:10][CH2:11][N:6]([CH2:7][CH2:8]2)[CH2:5]1.[F:12][C:13]([F:27])([F:26])[C:14]1[CH:15]=[C:16]([CH:23]=[CH:24][CH:25]=1)[C:17]([NH:19][C:20](N)=[O:21])=[O:18].C(N(C(C)C)CC)(C)C>N1C=CC=CC=1>[N:6]12[CH2:11][CH2:10][CH:9]([CH2:8][CH2:7]1)[CH:4]([NH:3][C:20]([NH:19][C:17](=[O:18])[C:16]1[CH:23]=[CH:24][CH:25]=[C:14]([C:13]([F:12])([F:26])[F:27])[CH:15]=1)=[O:21])[CH2:5]2 |f:0.1.2|. Reported procedure: The above compound was prepared from 3-amino quinuclidine dihydrochloride (1.0 g, 5 mmol), 3-trifluoromethylbenzoylurea (1.16 g, 5 mmol) and diisopropylethylamine (1.29 g, 10 mmol) in pyridine (20 ml), by refluxing under nitrogen overnight. The solvent was evaporated and the residue worked-up as in Example 1. The product (1.18 g) was converted to oxalate salt, mp 197°-200° C. Starting materials: C(#CCCCCCCCCC)C1=C(C=CC=C1)F (2-(1-undecynyl)fluorobenzene), O1CCCC1 (tetrahydrofuran), C(CCC)[Li] (n-butyllithium), CN(C=O)C (Dimethylformamide). Solvent: C(Cl)Cl (Methylene chloride). Reaction conditions: temperature -78 celsius, time 1.5 hour. Product: FC1=C(C=O)C=CC=C1C#CCCCCCCCCC (2-Fluoro-3-(1-undecynyl)benzaldehyde). Yield: 45.2%. Reaction SMILES: [C:1]([C:12]1[CH:17]=[CH:16][CH:15]=[CH:14][C:13]=1[F:18])#[C:2][CH2:3][CH2:4][CH2:5][CH2:6][CH2:7][CH2:8][CH2:9][CH2:10][CH3:11].[O:19]1CCC[CH2:20]1.C([Li])CCC.CN(C)C=O>C(Cl)Cl>[F:18][C:13]1[C:12]([C:1]#[C:2][CH2:3][CH2:4][CH2:5][CH2:6][CH2:7][CH2:8][CH2:9][CH2:10][CH3:11])=[CH:17][CH:16]=[CH:15][C:14]=1[CH:20]=[O:19]. Procedure details: To a solution of 2-(1-undecynyl)fluorobenzene (7.00 g) and tetrahydrofuran (70 ml) was added slowly n-butyllithium (1.6M, 17.8 ml) at -78° C. The reaction mixture was stirred at -78° C. for 1.5 hrs. Dimethylformamide (2.28 ml) was added slowly, and the solution was allowed to warm to room temperature over 1 hr, with stirring. Methylene chloride (300 ml) was added, and the solution was washed with 50% hydrochloric acid. The aqueous phase was extracted with methylene chloride. The extracts were co... The reactants are [BH4-], O=C1Nc2ccc(Cl)cc2C(C#CC2CC2)(C(F)(F)F)OC1CCBr, C1CCOC1, CCO, N#C[Se]c1ccccc1[N+](=O)[O-], [Na+]. Product: C=CC1OC(C#CC2CC2)(C(F)(F)F)c2cc(Cl)ccc2NC1=O. RXN SMILES: [BH4-:13].[Br:15][CH2:16][CH2:17][CH:18]1[C:19](=[O:39])[NH:20][c:21]2[c:22]([cH:34][c:35]([Cl:38])[cH:36][cH:37]2)[C:23]([C:25]([F:26])([F:27])[F:28])([C:29]#[C:30][CH:31]2[CH2:32][CH2:33]2)[O:24]1.[CH2:40]1[O:41][CH2:42][CH2:43][CH2:44]1.[CH3:45][CH2:46][OH:47].[N+:1]([c:2]1[cH:3][cH:4][cH:5][cH:6][c:7]1[Se:8][C:9]#[N:10])([O-:11])=[O:12].[Na+:14]>>[CH2:16]=[CH:17][CH:18]1[C:19](=[O:39])[NH:20][c:21]2[c:22]([cH:34][c:35]([Cl:38])[cH:36][cH:37]2)[C:23]([C:25]([F:26])([F:27])[F:28])([C:29]#[C:30][CH:31]2[CH2:32][CH2:33]2)[O:24]1.